From a dataset of the Open Reaction Database (ORD), a public repository of structured organic reaction records. describe an organic reaction: reactants, conditions, products, and yield Reactants: CN(CCNC(=O)C1=CC=CC2=NC3=CC=C4C(=C3N=C12)C=CC=C4N)C (4-amino-benzo[a]phenazine-11-carboxylic acid (2-dimethylamino-ethyl)-amide), C=O (formaldehyde), [C-]#N.[K+] (potassium cyanide), Cl (HCl), CO (methanol). Run in O (water), C([O-])(O)=O.[Na+] (sodium bicarbonate). Conditions: temperature 50 celsius. Product: CN(CCNC(=O)C1=CC=CC2=NC3=CC=C4C(=C3N=C12)C=CC=C4NCC#N)C (4-(Cyanomethyl-amino)-benzo[a]phenazine-11-carboxylic acid (2-dimethylamino-ethyl)-amide). Reaction SMILES: [CH3:1][N:2]([CH3:27])[CH2:3][CH2:4][NH:5][C:6]([C:8]1[C:21]2[C:12](=[N:13][C:14]3[C:19]([N:20]=2)=[C:18]2[CH:22]=[CH:23][CH:24]=[C:25]([NH2:26])[C:17]2=[CH:16][CH:15]=3)[CH:11]=[CH:10][CH:9]=1)=[O:7].C=O.[C-:30]#[N:31].[K+].Cl.[CH3:34]O>O.C(=O)(O)[O-].[Na+]>[CH3:1][N:2]([CH3:27])[CH2:3][CH2:4][NH:5][C:6]([C:8]1[C:21]2[C:12](=[N:13][C:14]3[C:19]([N:20]=2)=[C:18]2[CH:22]=[CH:23][CH:24]=[C:25]([NH:26][CH2:34][C:30]#[N:31])[C:17]2=[CH:16][CH:15]=3)[CH:11]=[CH:10][CH:9]=1)=[O:7] |f:2.3,7.8|. Reported procedure: To a solution of 4-amino-benzo[a]phenazine-11-carboxylic acid (2-dimethylamino-ethyl)-amide (69 mg) in methanol (10 mL) was added formaldehyde (37% solution, 11.0 mL), potassium cyanide (102 mg) and 2N HCl (1.0 mL). The reaction mixture was heated to 50° C. for 3 hours. The reaction mixture was then cooled, diluted with water and sodium bicarbonate solution, extracted into dichloromethane, dried (MgSO4) and the solvent removed in vacuo to yield crude product. This was purified using flash chroma... The reactants are FC(CO)(F)F (2,2,2-trifluoroethanol), N(=NC(=O)N1CCCCC1)C(=O)N1CCCCC1 (1,1'-(azodicarbonyl)dipiperidine), C(CCC)P(CCCC)CCCC (tributylphosphine), FC1=CC=C(C=C1)C1=C(N=C(O1)SC)CO ([5-(4-fluoro-phenyl)-2-methylsulfanyl-oxazol-4-yl]-methanol). The solvent is C1(=CC=CC=C1)C (toluene). Reaction conditions: time 2 hour. Product: FC1=CC=C(C=C1)C1=C(N=C(O1)SC)COCC(F)(F)F (5-(4-Fluoro-Phenyl)-2-Methylsulfanyl-4-(2,2,2-Trifluoro-Ethoxymethyl)-Oxazole). RXN SMILES: [F:1][C:2]1[CH:7]=[CH:6][C:5]([C:8]2[O:12][C:11]([S:13][CH3:14])=[N:10][C:9]=2[CH2:15][OH:16])=[CH:4][CH:3]=1.[F:17][C:18]([F:22])([F:21])[CH2:19]O.N(C(N1CCCCC1)=O)=NC(N1CCCCC1)=O.C(P(CCCC)CCCC)CCC>C1(C)C=CC=CC=1>[F:1][C:2]1[CH:3]=[CH:4][C:5]([C:8]2[O:12][C:11]([S:13][CH3:14])=[N:10][C:9]=2[CH2:15][O:16][CH2:19][C:18]([F:22])([F:21])[F:17])=[CH:6][CH:7]=1. Procedure details: A suspension of [5-(4-fluoro-phenyl)-2-methylsulfanyl-oxazol-4-yl]-methanol (4.15 g; 17.34 mmol) in dry toluene (100 ml) was treated with 2,2,2-trifluoroethanol (12.63 ml; 173.4 mmol), 1,1'-(azodicarbonyl)dipiperidine (5.03 g; 19.94 mmol) and tributylphosphine (4.97 ml; 19.94 mmol) and stirred for 2 hours. The reaction mixture is partitioned between ethyl acetate (150 ml) and dilute sodium chloride solution (150 ml). The organic phase is washed with saturated brine (30 ml), dried over sodium sul...